This data is from the Open Reaction Database (ORD), a public repository of structured organic reaction records. The task is: describe an organic reaction: reactants, conditions, products, and yield The reactants are Cl.C(C1=CC=CC=C1)ON (O-benzylhydroxylamine hydrochloride), BrCC(=O)OC(C)(C)C (tert-butyl 2-bromoacetate), C([O-])([O-])=O.[K+].[K+] (potassium carbonate). The solvent is CN(C)C=O (DMF). Conditions: time 16 hour. The product is C(C)(C)(C)OC(CNOCC1=CC=CC=C1)=O (2-Benzyloxyaminoacetic Acid Tert-Butyl Ester). The yield is 79.0%. RXN SMILES: Cl.[CH2:2]([O:9][NH2:10])[C:3]1[CH:8]=[CH:7][CH:6]=[CH:5][CH:4]=1.Br[CH2:12][C:13]([O:15][C:16]([CH3:19])([CH3:18])[CH3:17])=[O:14].C(=O)([O-])[O-].[K+].[K+]>CN(C=O)C>[C:16]([O:15][C:13](=[O:14])[CH2:12][NH:10][O:9][CH2:2][C:3]1[CH:8]=[CH:7][CH:6]=[CH:5][CH:4]=1)([CH3:19])([CH3:18])[CH3:17] |f:0.1,3.4.5|. Procedure details: To a solution of O-benzylhydroxylamine hydrochloride (5 g, 31.3 mmol) in dry DMF (20 ml) was added tert-butyl 2-bromoacetate (4.7 ml, 1 eq.) and potassium carbonate (4.5 g, 1 eq.). The solution was stirred for 16 h at room temperature. The precipitate was filtered off. The solvent was removed, the residue was dissolved in ethyl acetate and extracted with small portions of 1 N HCl, sodium carbonate solution and brine. After drying over sodium sulfate, the solvent was removed to dryness to give 5....